This data is from the Open Reaction Database (ORD), a public repository of structured organic reaction records. The task is: describe an organic reaction: reactants, conditions, products, and yield Run in C1CCOC1 (THF), C1CCOC1 (THF). Reaction SMILES: [CH2:1]([C:7]1[C:8]([C:32](OCC)=[O:33])=[C:9]([C:25]2[CH:30]=[CH:29][C:28]([F:31])=[CH:27][CH:26]=2)[C:10]([C:18]2[CH:23]=[CH:22][C:21]([F:24])=[CH:20][CH:19]=2)=[C:11]([C:13](OCC)=[O:14])[CH:12]=1)[CH2:2][CH2:3][CH2:4][CH2:5][CH3:6].[H-].[Al+3].[Li+].[H-].[H-].[H-]>C1COCC1>[CH2:1]([C:7]1[C:8]([CH2:32][OH:33])=[C:9]([C:25]2[CH:30]=[CH:29][C:28]([F:31])=[CH:27][CH:26]=2)[C:10]([C:18]2[CH:23]=[CH:22][C:21]([F:24])=[CH:20][CH:19]=2)=[C:11]([CH2:13][OH:14])[CH:12]=1)[CH2:2][CH2:3][CH2:4][CH2:5][CH3:6] |f:1.2.3.4.5.6|. The yield is 94.0%. Yields the product C(CCCCC)C=1C(=C(C(=C(C1)CO)C1=CC=C(C=C1)F)C1=CC=C(C=C1)F)CO (5-Hexyl-1,4-bis(hydroxymethyl)-2,3-di(4-fluorophenyl)-benzene). Procedure: A 250 mL 3 neck round-bottom flask equipped with a condenser was flushed with nitrogen and then loaded with diethyl 5-hexyl-2,3-di-(4-fluorophenyl)-1,4-benzenedicarboxylate (4 g, 8.1 mmol), anhydrous THF (40 mL) and then cooled in an ice/water bath. Lithium aluminum hydride (1.23 9, 32.4 mmol) followed by THF (40 mL) was added to the reaction mixture with stirring. The mixture was warmed to room temperature and then refluxed for 6 hours. This was then cooled to room temperature and the excess li... Starting materials: 3, C(CCCCC)C=1C(=C(C(=C(C1)C(=O)OCC)C1=CC=C(C=C1)F)C1=CC=C(C=C1)F)C(=O)OCC (diethyl 5-hexyl-2,3-di-(4-fluorophenyl)-1,4-benzenedicarboxylate), [H-].[Al+3].[Li+].[H-].[H-].[H-] (Lithium aluminum hydride). The product is O=S1(CC2=C(OC3=C1C=C(C=C3)C(=O)O)C(=CC=C2)N2C=CC=C2)=O (10,10-dioxo-4-pyrrol-1-yl-10,11-dihydro-5-oxa-10lambda*6*-thia-dibenzo[a,d]cycloheptene-8-carboxylic acid). Solvent: O1CCOCC1 (dioxan). Yield: 73.7%. The reactants are COC1OC(CC1)OC (2,5-Dimethoxy tetrahydrofuran), Cl.ClC1=CC=NC=C1 (4-chloropyridine hydrochloride), NC1=CC=CC2=C1OC1=C(S(C2)(=O)=O)C=C(C=C1)C(=O)O (4-Amino-10,10-dioxo-10,11-dihydro-5-oxa-10lambda*6*-thia-dibenzo[a,d]cycloheptene-8-carboxylic acid). Conditions: time 1 hour. Reaction SMILES: CO[CH:3]1[CH2:7][CH2:6][CH:5](OC)O1.Cl.ClC1C=CN=CC=1.[NH2:18][C:19]1[C:24]2[O:25][C:26]3[CH:35]=[CH:34][C:33]([C:36]([OH:38])=[O:37])=[CH:32][C:27]=3[S:28](=[O:31])(=[O:30])[CH2:29][C:23]=2[CH:22]=[CH:21][CH:20]=1>O1CCOCC1>[O:30]=[S:28]1(=[O:31])[C:27]2[CH:32]=[C:33]([C:36]([OH:38])=[O:37])[CH:34]=[CH:35][C:26]=2[O:25][C:24]2[C:19]([N:18]3[CH:3]=[CH:7][CH:6]=[CH:5]3)=[CH:20][CH:21]=[CH:22][C:23]=2[CH2:29]1 |f:1.2|. Reported procedure: 2,5-Dimethoxy tetrahydrofuran (0.053 g, 0.40 mmol) and 4-chloropyridine hydrochloride (0.0047 g, 0.03 mmol) were added to a solution of the methyl ester of Example 10k (0.1 g, 0.31 mmol) in dry dioxan (15 mL). The reaction mixture was refluxed with stirring for 1 h, concentrated and extracted with ethyl acetate. The organic layer was washed with water, brine, dried and concentrated to obtain a product which was subsequently hydrolysed as described in the synthesis of Example 1i to obtain the tit...